From a dataset of the Open Reaction Database (ORD), a public repository of structured organic reaction records. describe an organic reaction: reactants, conditions, products, and yield The reactants are N(=NC(=O)OCC)C(=O)OCC (diethyl azodicarboxylate), OCC#CC1=C(C=CC=C1C)COC(C(CC)(C)C)=O (2,2-dimethylbutanoic acid [2-(3-hydroxy-1-propynyl)-3-methylphenyl]methyl ester), COC(C(=O)C1=CC=C(C=C1)O)=O (4-hydroxyphenylglyoxylic acid methyl ester), C1(=CC=CC=C1)P(C1=CC=CC=C1)C1=CC=CC=C1 (triphenylphosphine). Solvent: O1CCCC1 (tetrahydrofuran), O1CCCC1 (tetrahydrofuran). Run at temperature 0 celsius, time 1 hour. Yields the product COC(C(C1=CC=C(C=C1)OCC#CC1=C(C=CC=C1C)COC(C(CC)(C)C)=O)=O)=O (4-[3-[2-[(2,2-dimethyl-1-oxobutoxy) methyl]-6-methylphenyl]-2-propynyloxy]-alpha-oxobenzeneacetic acid methyl ester). The yield is 83.8%. Reaction SMILES: [OH:1][CH2:2][C:3]#[C:4][C:5]1[C:10]([CH3:11])=[CH:9][CH:8]=[CH:7][C:6]=1[CH2:12][O:13][C:14](=[O:20])[C:15]([CH3:19])([CH3:18])[CH2:16][CH3:17].[CH3:21][O:22][C:23](=[O:33])[C:24]([C:26]1[CH:31]=[CH:30][C:29](O)=[CH:28][CH:27]=1)=[O:25].C1(P(C2C=CC=CC=2)C2C=CC=CC=2)C=CC=CC=1.N(C(OCC)=O)=NC(OCC)=O>O1CCCC1>[CH3:21][O:22][C:23](=[O:33])[C:24](=[O:25])[C:26]1[CH:27]=[CH:28][C:29]([O:1][CH2:2][C:3]#[C:4][C:5]2[C:10]([CH3:11])=[CH:9][CH:8]=[CH:7][C:6]=2[CH2:12][O:13][C:14](=[O:20])[C:15]([CH3:19])([CH3:18])[CH2:16][CH3:17])=[CH:30][CH:31]=1. Procedure details: A stirred solution of 2,2-dimethylbutanoic acid [2-(3-hydroxy-1-propynyl)-3-methylphenyl]methyl ester (1.05 g), 4-hydroxyphenylglyoxylic acid methyl ester (0.693 g) and triphenylphosphine (1.26 g) in tetrahydrofuran (30 mL) was cooled to 0° C., and a solution of diethyl azodicarboxylate (0.76 mL) in tetrahydrofuran (5 mL) was added over 5 minutes. The reaction mixture was stirred at 0° C. for 1 hour then at room temperature overnight. The solvent was evaporated and the residue triturated with di... Starting materials: N1(C=NC=C1)C=1C=CC(=C([C@H](OC([C@H](C)NS(=O)(=O)C2=CC=C(C=C2)Cl)=O)C2=C(C=C(C(=O)OC)C=C2C)C)C1)C (methyl (S)-4-[5-(1-imidazolyl)-α-{(S)-2-(4-chlorobenzenesulfonylamino)propionyloxy}-2-methylbenzyl]-3,5-dimethylbenzoate). Run in CN(C=O)C (dimethylformamide). Yields the product O[C@@H](C1=C(C=CC(=C1)N1C=NC=C1)C)C1=C(C=C(C(=O)O)C=C1C)C ((S)-4-[α-hydroxy-5-(1-imidazolyl)-2-methylbenzyl]-3,5-dimethylbenzoic acid). As a reaction SMILES: [N:1]1([C:6]2[CH:7]=[CH:8][C:9]([CH3:41])=[C:10]([CH:40]=2)[C@@H:11]([C:28]2[C:37]([CH3:38])=[CH:36][C:31]([C:32]([O:34]C)=[O:33])=[CH:30][C:29]=2[CH3:39])[O:12]C(=O)[C@@H](NS(C2C=CC(Cl)=CC=2)(=O)=O)C)[CH:5]=[CH:4][N:3]=[CH:2]1>CN(C)C=O>[OH:12][C@H:11]([C:28]1[C:29]([CH3:39])=[CH:30][C:31]([C:32]([OH:34])=[O:33])=[CH:36][C:37]=1[CH3:38])[C:10]1[CH:40]=[C:6]([N:1]2[CH:5]=[CH:4][N:3]=[CH:2]2)[CH:7]=[CH:8][C:9]=1[CH3:41]. Procedure details: The compound obtained in Example 3 was treated in the same manner as in Example 2 to give 2.4 g of (S)-4-[α-hydroxy-5-(1-imidazolyl)-2-methylbenzyl]-3,5-dimethylbenzoic acid, melting point 286-288° C. (decomposition), optical rotation [α]D21 -261.5° (c=1.0, dimethylformamide). Starting materials: CC(=O)N1CCN(Cc2cc(C)cc(NC(=O)OC(C)(C)C)c2)CC1, ClCCl, O=C(O)C(F)(F)F. The product is CC(=O)N1CCN(Cc2cc(C)cc(N)c2)CC1. As a reaction SMILES: [C:1]([CH3:2])(=[O:3])[N:4]1[CH2:5][CH2:6][N:7]([CH2:10][c:11]2[cH:12][c:13]([NH:18][C:19](=[O:20])[O:21][C:22]([CH3:23])([CH3:24])[CH3:25])[cH:14][c:15]([CH3:17])[cH:16]2)[CH2:8][CH2:9]1.[Cl:33][CH2:34][Cl:35].[F:26][C:27]([F:28])([F:29])[C:30]([OH:31])=[O:32]>>[C:1]([CH3:2])(=[O:3])[N:4]1[CH2:5][CH2:6][N:7]([CH2:10][c:11]2[cH:12][c:13]([NH2:18])[cH:14][c:15]([CH3:17])[cH:16]2)[CH2:8][CH2:9]1. The reactants are C([O-])([O-])=O.[K+].[K+] (potassium carbonate), CCCCCBr (n-amyl bromide), OC=1C=C(C(C(=O)OC)=CC1)C(=O)OC (Dimethyl 4-hydroxyphthalate). The solvent is CN(C)C=O (DMF). Reaction conditions: temperature 90 celsius, time 2 hour. Yields the product C(CCCC)OC=1C=C(C(C(=O)OC)=CC1)C(=O)OC (dimethyl 4-pentyloxyphthalate). The yield is 96.6%. Reaction SMILES: [OH:1][C:2]1[CH:3]=[C:4]([C:12]([O:14][CH3:15])=[O:13])[C:5](=[CH:10][CH:11]=1)[C:6]([O:8][CH3:9])=[O:7].C(=O)([O-])[O-].[K+].[K+].[CH3:22][CH2:23][CH2:24][CH2:25][CH2:26]Br>CN(C=O)C>[CH2:22]([O:1][C:2]1[CH:3]=[C:4]([C:12]([O:14][CH3:15])=[O:13])[C:5](=[CH:10][CH:11]=1)[C:6]([O:8][CH3:9])=[O:7])[CH2:23][CH2:24][CH2:25][CH3:26] |f:1.2.3|. Procedure details: Dimethyl 4-hydroxyphthalate (10.0 g, 47 mmol) was dissolved in DMF (100 ml), and potassium carbonate (30 g, 217 mmol) and n-amyl bromide (10 ml, 80 mmol) were added to this solution. The mixture was stirred at 90° C. for 2 hours, and the solid was removed by filtration through Celite. The filtrate was concentrated under reduced pressure. The obtained residue was purified by column chromatography on silica gel (hexane/ethyl acetate=4/1) to give dimethyl 4-pentyloxyphthalate (12.7 g, 45.4 mmol, 97... As a reaction SMILES: F[C:2]1[C:11]([F:12])=[C:10]([F:13])[C:9]([F:14])=[C:8]2[C:3]=1[C:4](=[O:31])[C:5]([C:26]([O:28][CH2:29][CH3:30])=[O:27])=[CH:6][N:7]2[C:15]1[CH:20]=[C:19]([NH:21][CH:22]=[O:23])[C:18]([F:24])=[CH:17][C:16]=1[F:25].[CH2:32]([NH2:39])[C:33]1[CH:38]=[CH:37][CH:36]=[CH:35][CH:34]=1.C(=O)([O-])[O-].[K+].[K+]>C1(C)C=CC=CC=1>[CH2:32]([NH:39][C:2]1[C:11]([F:12])=[C:10]([F:13])[C:9]([F:14])=[C:8]2[C:3]=1[C:4](=[O:31])[C:5]([C:26]([O:28][CH2:29][CH3:30])=[O:27])=[CH:6][N:7]2[C:15]1[CH:20]=[C:19]([NH:21][CH:22]=[O:23])[C:18]([F:24])=[CH:17][C:16]=1[F:25])[C:33]1[CH:38]=[CH:37][CH:36]=[CH:35][CH:34]=1 |f:2.3.4|. The solvent is C1(=CC=CC=C1)C (toluene). The reactants are FC1=C2C(C(=CN(C2=C(C(=C1F)F)F)C1=C(C=C(C(=C1)NC=O)F)F)C(=O)OCC)=O (ethyl 5,6,7,8-tetrafluoro-1-(2,4-difluoro-5-formylaminophenyl)-1,4-dihydro-4-oxoquinoline-3-carboxylate), C(C1=CC=CC=C1)N (benzylamine), C([O-])([O-])=O.[K+].[K+] (potassium carbonate). Yields the product C(C1=CC=CC=C1)NC1=C2C(C(=CN(C2=C(C(=C1F)F)F)C1=C(C=C(C(=C1)NC=O)F)F)C(=O)OCC)=O (Ethyl 5-benzylamino-6,7,8-trifluoro-1-(2,4-difluoro-5-formylaminophenyl)-1,4-dihydro-4-oxoquinoline-3-carboxylate). Reported procedure: To 30 ml of toluene were added 800 mg of ethyl 5,6,7,8-tetrafluoro-1-(2,4-difluoro-5-formylaminophenyl)-1,4-dihydro-4-oxoquinoline-3-carboxylate, 0.21 ml of benzylamine, and 240 mg of anhydrous potassium carbonate. The solution was heated at reflux overnight. The reaction solution was allowed to cool down and concentrated in vacua. The residue was combined with chloroform and washed with water. The solution was dried over magnesium sulfate and the solvent was distilled off. Diethyl ether was add...